This data is from the Open Reaction Database (ORD), a public repository of structured organic reaction records. The task is: describe an organic reaction: reactants, conditions, products, and yield The reactants are F[B-](F)(F)F, CC(=O)N1CCCCCC1, CO, C[N+](C)(C)C. Product: COC1CCCCCN1C(C)=O. RXN SMILES: [B-:13]([F:14])([F:15])([F:16])[F:17].[C:1]([CH3:2])(=[O:3])[N:4]1[CH2:5][CH2:6][CH2:7][CH2:8][CH2:9][CH2:10]1.[CH3:11][OH:12].[CH3:18][N+:19]([CH3:20])([CH3:21])[CH3:22]>>[C:1]([CH3:2])(=[O:3])[N:4]1[CH:5]([O:12][CH3:11])[CH2:6][CH2:7][CH2:8][CH2:9][CH2:10]1.